This data is from the Open Reaction Database (ORD), a public repository of structured organic reaction records. The task is: describe an organic reaction: reactants, conditions, products, and yield Reactants: Cn1c(-c2ccccc2)cc(O)c(C(=O)c2ccccc2)c1=O, CN, CCO. Yields the product CN=C(c1ccccc1)c1c(O)cc(-c2ccccc2)n(C)c1=O. As a reaction SMILES: [C:1]([c:2]1[cH:3][cH:4][cH:5][cH:6][cH:7]1)(=[O:8])[c:9]1[c:10](=[O:23])[n:11]([CH3:22])[c:12](-[c:16]2[cH:17][cH:18][cH:19][cH:20][cH:21]2)[cH:13][c:14]1[OH:15].[CH3:24][NH2:25].[CH3:26][CH2:27][OH:28]>>[C:1]([c:2]1[cH:3][cH:4][cH:5][cH:6][cH:7]1)([c:9]1[c:10](=[O:23])[n:11]([CH3:22])[c:12](-[c:16]2[cH:17][cH:18][cH:19][cH:20][cH:21]2)[cH:13][c:14]1[OH:15])=[N:25][CH3:24]. Starting materials: [BH4-], Brc1ccc(Br)nc1, [Li]CCCC, CCCCCC, Cc1ccccc1, CCOC(C)=O, [Cl-], [NH4+], [Na+], CN(C)C=O. Yields the product OCc1ccc(Br)cn1. RXN SMILES: [BH4-:25].[Br:1][c:2]1[n:3][cH:4][c:5]([Br:8])[cH:6][cH:7]1.[CH2:9]([Li:10])[CH2:11][CH2:12][CH3:13].[CH3:14][CH2:15][CH2:16][CH2:17][CH2:18][CH3:19].[CH3:27][c:28]1[cH:29][cH:30][cH:31][cH:32][cH:33]1.[CH3:34][CH2:35][O:36][C:37]([CH3:38])=[O:39].[Cl-:40].[NH4+:41].[Na+:26].[O:20]=[CH:21][N:22]([CH3:23])[CH3:24]>>[c:2]1([CH2:21][OH:20])[n:3][cH:4][c:5]([Br:8])[cH:6][cH:7]1. Reactants: C(C)C=1C=CC(=C(C1)O)C=O (5-ethyl-2-formylphenol), C1COCCOCCOCCOCCOCCO1 (18-crown-6), CC(C)(C)[Si](OCCBr)(C)C (2-(1,1-dimethylethyldimethylsilyloxy)ethyl bromide), C([O-])([O-])=O.[K+].[K+] (potassium carbonate). Solvent: C1CCOC1 (THF). Product: C(C)C1=CC(=C(C=O)C=C1)OCCO[Si](C)(C)C(C)(C)C (4-ethyl-2-[2-(1,1-dimethylethyldimethylsilyloxy)-ethoxy]benzaldehyde). Reported procedure: This compound was prepared in a manner analogous to that of Step (b) of Example 1, using 17.0 grams (0.113 mole) of 5-ethyl-2-formylphenol, 27.7 grams (0.116 mole) of 2-(1,1-dimethylethyldimethylsilyloxy)ethyl bromide, 19.2 grams (0.139 mole) of potassium carbonate, and a catalytic amount of 18-crown-6 in 200 mL of THF. The yield of the subject compound was 12.7 grams, following purification by column chromatography on silica gel. The NMR spectrum was consistent with the proposed structure. As a reaction SMILES: [CH2:1]([C:3]1[CH:4]=[CH:5][C:6]([CH:10]=[O:11])=[C:7]([OH:9])[CH:8]=1)[CH3:2].[CH3:12][C:13]([Si:16]([CH3:22])([CH3:21])[O:17][CH2:18][CH2:19]Br)([CH3:15])[CH3:14].C(=O)([O-])[O-].[K+].[K+].C1OCCOCCOCCOCCOCCOC1>C1COCC1>[CH2:1]([C:3]1[CH:4]=[CH:5][C:6]([CH:10]=[O:11])=[C:7]([O:9][CH2:19][CH2:18][O:17][Si:16]([C:13]([CH3:15])([CH3:14])[CH3:12])([CH3:22])[CH3:21])[CH:8]=1)[CH3:2] |f:2.3.4|. The reactants are ClCCl, COc1ccccc1-c1noc(CF)c1C(=O)OC(C)(C)C, O=C(O)C(F)(F)F. Product: COc1ccccc1-c1noc(CF)c1C(=O)O. Reaction SMILES: [Cl:30][CH2:31][Cl:32].[F:1][CH2:2][c:3]1[c:4]([C:16](=[O:17])[O:18][C:19]([CH3:20])([CH3:21])[CH3:22])[c:5](-[c:8]2[c:9]([O:14][CH3:15])[cH:10][cH:11][cH:12][cH:13]2)[n:6][o:7]1.[F:23][C:24]([F:25])([F:26])[C:27]([OH:28])=[O:29]>>[F:1][CH2:2][c:3]1[c:4]([C:16](=[O:17])[OH:18])[c:5](-[c:8]2[c:9]([O:14][CH3:15])[cH:10][cH:11][cH:12][cH:13]2)[n:6][o:7]1. Starting materials: [N+](=O)([O-])C=1C=C(C(=O)C2=CC(=C(C=C2)Cl)[N+](=O)[O-])C=CC1Cl (3,3'-dinitro-4,4'-dichlorobenzophenone), ClC1=CC=C(C(=O)C2=CC=C(C=C2)Cl)C=C1 (4,4'-dichlorobenzophenone), [N+](=O)([O-])C=1C=CC(=C(C(=O)C2=CC(=C(C=C2)Cl)[N+](=O)[O-])C1)Cl (5,3'-Dinitro-2,4'-dichlorobenzophenone). Yields the product ClC1=C(C(=O)C2=CC=C(C=C2)Cl)C=CC=C1 (2,4'-dichlorobenzophenone). Isolated yield 95.0%. RXN SMILES: [N+](C1C=C(C=CC=1Cl)C(C1C=CC(Cl)=C([N+]([O-])=O)C=1)=O)([O-])=O.ClC1C=CC(C(C2C=CC(Cl)=CC=2)=O)=CC=1.[N+]([C:42]1[CH:43]=[CH:44][C:45]([Cl:60])=[C:46]([CH:59]=1)[C:47]([C:49]1[CH:54]=[CH:53][C:52]([Cl:55])=[C:51]([N+]([O-])=O)[CH:50]=1)=[O:48])([O-])=O>>[Cl:60][C:45]1[CH:44]=[CH:43][CH:42]=[CH:59][C:46]=1[C:47]([C:49]1[CH:54]=[CH:53][C:52]([Cl:55])=[CH:51][CH:50]=1)=[O:48]. Procedure: For example, 3,3'-dinitro-4,4'-dichlorobenzophenone can be prepared in a yield of 95 to 98% by nitrating 4,4'-dichlorobenzophenone [E. R. Kofanov et al., J. Org. Chem. USSR, 15, 98-100 (1979)]. 5,3'-Dinitro-2,4'-dichlorobenzophenone can be prepared in a high yield by nitrating 2,4'-dichlorobenzophenone [E. H. Faith et al., J. Am. Chem. Soc., 77, 543 (1955)]. 3,3'-Dinitro-4-chlorobenzophenone can be prepared in a high yield by nitrating 4-chlorobenzophenone [G. S. Mironov et al., J. Org. Chem. US... Reactants: C(C)(=O)C(C(=O)OCC)=CCCCCCCC (ethyl 2-acetyl-2-decenoate), BrN1C(CCC1=O)=O (N-bromosuccinimide). Solvent: C(Cl)(Cl)(Cl)Cl (carbon tetrachloride). Product: C(CCCCC)C1=CC(=C(O1)C)C(=O)OCC (ethyl 5-hexyl-2-methyl-3-furoate). The yield is 88.1%. RXN SMILES: [C:1]([C:4](=[CH:10][CH2:11][CH2:12][CH2:13][CH2:14][CH2:15][CH2:16][CH3:17])[C:5]([O:7][CH2:8][CH3:9])=[O:6])(=[O:3])[CH3:2].BrN1C(=O)CCC1=O>C(Cl)(Cl)(Cl)Cl>[CH2:12]([C:11]1[O:3][C:1]([CH3:2])=[C:4]([C:5]([O:7][CH2:8][CH3:9])=[O:6])[CH:10]=1)[CH2:13][CH2:14][CH2:15][CH2:16][CH3:17]. Procedure details: A mixture of 4.80 g (0.02 mole) ethyl 2-acetyl-2-decenoate and 3.56 g (0.02 mole) N-bromosuccinimide in 50 ml of carbon tetrachloride was heated at reflux for 12 hours. After cooling, the succinimide was removed by filtration and the solution concentrated by rotary evaporation. Distillation of the crude product gave 4.20 g (88%) of ethyl 5-hexyl-2-methyl-3-furoate, bp 107°-109° C. (0.4 mm). Starting materials: C(#C)C1=C(C=CC2=CC=CC=C12)C (1-ethynyl-2-methylnaphthalene), BrC1=C(C=CC2=CC=CC=C12)C (1-bromo-2-methylnaphthalene), BrC1=C(C=CC2=CC=CC=C12)N(CC)CC (1-bromo-2-diethylaminonaphthalene). Product: C(#C)C1=C(C=CC2=CC=CC=C12)N(CC)CC (1-Ethynyl-2-diethylaminonaphthalene). RXN SMILES: [C:1]([C:3]1[C:12]2[C:7](=[CH:8][CH:9]=[CH:10][CH:11]=2)[CH:6]=[CH:5][C:4]=1C)#[CH:2].BrC1C2C(=CC=CC=2)C=CC=1C.Br[C:27]1C2C(=CC=CC=2)C=C[C:28]=1[N:37](CC)[CH2:38][CH3:39]>>[C:1]([C:3]1[C:12]2[C:7](=[CH:8][CH:9]=[CH:10][CH:11]=2)[CH:6]=[CH:5][C:4]=1[N:37]([CH2:38][CH3:39])[CH2:28][CH3:27])#[CH:2]. Reported procedure: 1-Ethynyl-2-diethylaminonaphthalene was prepared in a similar manner to 1-ethynyl-2-methylnaphthalene, except that 1-bromo-2-methylnaphthalene was replaced by 1-bromo-2-diethylaminonaphthalene.